From a dataset of the Open Reaction Database (ORD), a public repository of structured organic reaction records. describe an organic reaction: reactants, conditions, products, and yield Starting materials: CS(=O)(=O)OC[C@H]1[C@@H](N(C(O1)=O)C1=CC=C(C=C1)Cl)C1=CC(=CC(=C1)F)F (((4S,5R)-3-(4-chlorophenyl)-4-(3,5-difluorophenyl)-2-oxooxazolidin-5-yl)methyl methanesulfonate), ClC=1C=CC(=NC1)O (5-chloropyridin-2-ol), C(=O)([O-])[O-].[K+].[K+] (K2CO3). Solvent: CN(C)C=O (DMF), O (water), C(C)(=O)OCC (ethyl acetate). Reaction conditions: temperature 35 celsius, time 2 hour. The product is ClC1=CC=C(C=C1)N1C(O[C@H]([C@@H]1C1=CC(=CC(=C1)F)F)COC1=NC=C(C=C1)Cl)=O ((4S,5R)-3-(4-chlorophenyl)-5-((5-chloropyridin-2-yloxy)methyl)-4-(3,5-difluorophenyl)oxazolidin-2-one). Isolated yield 4.7%. As a reaction SMILES: CS([O:5][CH2:6][C@@H:7]1[O:11][C:10](=[O:12])[N:9]([C:13]2[CH:18]=[CH:17][C:16]([Cl:19])=[CH:15][CH:14]=2)[C@H:8]1[C:20]1[CH:25]=[C:24]([F:26])[CH:23]=[C:22]([F:27])[CH:21]=1)(=O)=O.[Cl:28][C:29]1[CH:30]=[CH:31][C:32](O)=[N:33][CH:34]=1.C([O-])([O-])=O.[K+].[K+]>CN(C=O)C.O.C(OCC)(=O)C>[Cl:19][C:16]1[CH:17]=[CH:18][C:13]([N:9]2[C@@H:8]([C:20]3[CH:25]=[C:24]([F:26])[CH:23]=[C:22]([F:27])[CH:21]=3)[C@H:7]([CH2:6][O:5][C:32]3[CH:31]=[CH:30][C:29]([Cl:28])=[CH:34][N:33]=3)[O:11][C:10]2=[O:12])=[CH:14][CH:15]=1 |f:2.3.4|. Reported procedure: The ((4S,5R)-3-(4-chlorophenyl)-4-(3,5-difluorophenyl)-2-oxooxazolidin-5-yl)methyl methanesulfonate (49 mg, 0.117 mmol), 5-chloropyridin-2-ol (45 mg, 0.35 mmol), and K2CO3 (48 mg, 0.35 mmol) are dissolved in DMF (1.0 mL) and stirred at 35° C. for 2 h, as judged complete by LC-MS. The reaction is diluted with water and ethyl acetate. The organic is washed with brine, dried over MgSO4, filtered and concentrated. Separation of the N- and O-alkylated products by preparative HPLC (C-18, 10-80% ACN/wa...